Dataset: the Open Reaction Database (ORD), a public repository of structured organic reaction records. Task: describe an organic reaction: reactants, conditions, products, and yield Starting materials: CC(C)([O-])C.[K+] (potassium t-butoxide), C(C)OC(=O)N1CCN(CC1)C(C1=C(C=CC=C1)F)=NNC1=CC=CC=C1 (4-[(phenylhydrazono)(2-fluorophenyl)methyl]-1-piperazine carboxylic acid ethyl ester), O (water). The solvent is O1CCCC1 (tetrahydrofuran), O1CCCC1 (tetrahydrofuran). Run at time 16 hour. Yields the product C(C)OC(=O)N1CCN(CC1)C1=NN(C2=CC=CC=C12)C1=CC=CC=C1 (4-(1-phenyl-1H-indazol-3-yl)-1-piperazine carboxylic acid ethyl ester). Isolated yield 34.6%. RXN SMILES: [CH2:1]([O:3][C:4]([N:6]1[CH2:11][CH2:10][N:9]([C:12](=[N:20][NH:21][C:22]2[CH:27]=[CH:26][CH:25]=[CH:24][CH:23]=2)[C:13]2[CH:18]=[CH:17][CH:16]=[CH:15][C:14]=2F)[CH2:8][CH2:7]1)=[O:5])[CH3:2].CC(C)([O-])C.[K+].O>O1CCCC1>[CH2:1]([O:3][C:4]([N:6]1[CH2:11][CH2:10][N:9]([C:12]2[C:13]3[C:18](=[CH:17][CH:16]=[CH:15][CH:14]=3)[N:21]([C:22]3[CH:27]=[CH:26][CH:25]=[CH:24][CH:23]=3)[N:20]=2)[CH2:8][CH2:7]1)=[O:5])[CH3:2] |f:1.2|. Procedure: To a stirred solution, under nitrogen of 16.2 g of 4-[(phenylhydrazono)(2-fluorophenyl)methyl]-1-piperazine carboxylic acid ethyl ester in 150 ml of tetrahydrofuran was added, dropwise, a solution of 6.0 g of potassium t-butoxide in 60 ml of tetrahydrofuran. The reaction mixture was stirred at room temperature for 16 hrs., poured into water, and extracted with dichloromethane. The extract was washed with water, dried over anhydrous magnesium sulfate, filtered, and concentrated to an oil. The oil... Reactants: COc1ccc(B(O)O)cc1 (effective_coupling_partner), COc2nc(OC)nc(Oc1ccc(C)cc1)n2 (substrate). The reagents and catalysts are dppf. Run at temperature 110 celsius, time 24 hour. Product: COc2ccc(c1ccc(C)cc1)cc2. Starting materials: C(C)NC(C(C)C1=CC=C(C=C1)C1CCNCC1)=O (N-Ethyl-2-(4-piperidin-4-yl-phenyl)-propionamide), BrC1=C(C=C(C=C1)OCC1CC1)OC (1-bromo-4-cyclopropylmethoxy-2-methoxy-benzene), C([O-])([O-])=O.[K+].[K+] (potassium carbonate), N1[C@H](C(=O)O)CCC1 ((L)-proline). The reagents and catalysts are [Cu]I (copper(I) iodide). The solvent is CS(=O)C (DMSO). Conditions: temperature 100 celsius, time 4 day. Yields the product C1(CC1)COC1=CC(=C(C=C1)N1CCC(CC1)C1=CC=C(C=C1)C(C(=O)NCC)C)OC (2-{-4-[1-(4-Cyclopropylmethoxy-2-methoxy-phenyl)-piperidin-4-yl]-phenyl}-N-ethyl-propionamide). RXN SMILES: [CH2:1]([NH:3][C:4](=[O:19])[CH:5]([C:7]1[CH:12]=[CH:11][C:10]([CH:13]2[CH2:18][CH2:17][NH:16][CH2:15][CH2:14]2)=[CH:9][CH:8]=1)[CH3:6])[CH3:2].Br[C:21]1[CH:26]=[CH:25][C:24]([O:27][CH2:28][CH:29]2[CH2:31][CH2:30]2)=[CH:23][C:22]=1[O:32][CH3:33].C(=O)([O-])[O-].[K+].[K+].N1CCC[C@H]1C(O)=O>CS(C)=O.[Cu]I>[CH:29]1([CH2:28][O:27][C:24]2[CH:25]=[CH:26][C:21]([N:16]3[CH2:17][CH2:18][CH:13]([C:10]4[CH:11]=[CH:12][C:7]([CH:5]([CH3:6])[C:4]([NH:3][CH2:1][CH3:2])=[O:19])=[CH:8][CH:9]=4)[CH2:14][CH2:15]3)=[C:22]([O:32][CH3:33])[CH:23]=2)[CH2:30][CH2:31]1 |f:2.3.4|. Procedure: 100 mg (0.38 mmol) N-Ethyl-2-(4-piperidin-4-yl-phenyl)-propionamide (VI.1) in 2 mL DMSO are added to a mixture of 99 mg (0.38 mmol) 1-bromo-4-cyclopropylmethoxy-2-methoxy-benzene, 106 mg (0.77 mmol) potassium carbonate, 7.3 mg (0.038 mmol) copper(I) iodide and 8.8 mg (0.077 mmol) (L)-proline under inert gas atmosphere. The mixture is stirred for 7 d at 90° C. and for additional 4 d at 100° C. After that time, the mixture is filtered and the solvent is evaporated. The residue is purified by HPLC ... The reactants are C(C)(=O)OCC (ethyl acetate), C(Br)(Br)(Br)Br (carbon tetrabromide), C(C)(C)(C)C1=C(C=C(C=C1)CO)NC(CC1C2=CC=CC=C2OC=2C=CC=CC12)=O (N-(2-t-butyl-5-hydroxymethylphenyl)-2-(9H-xanthen-9-yl)acetamide), C1(=CC=CC=C1)P(C1=CC=CC=C1)C1=CC=CC=C1 (triphenylphosphine). The solvent is C(Cl)Cl (methylene chloride). Run at time 4 hour. The product is [Br-].C(C)(C)(C)C1=C(C=C(C=C1)C1=C(C=CC=C1)[P+](C1=CC=CC=C1)(C1=CC=CC=C1)C)NC(CC1C2=CC=CC=C2OC=2C=CC=CC12)=O ({4-t-Butyl-3-[2-(9H-xanthen-9-yl)acetamido]phenyl}-methyltriphenylphosphonium bromide). The yield is 85.0%. As a reaction SMILES: C(Br)(Br)(Br)[Br:2].[C:6]([C:10]1[CH:15]=[CH:14][C:13]([CH2:16]O)=[CH:12][C:11]=1[NH:18][C:19](=[O:35])[CH2:20][CH:21]1[C:34]2[CH:33]=[CH:32][CH:31]=[CH:30][C:29]=2[O:28][C:27]2[C:22]1=[CH:23][CH:24]=[CH:25][CH:26]=2)([CH3:9])([CH3:8])[CH3:7].[C:36]1([P:42]([C:49]2C=[CH:53][CH:52]=[CH:51][CH:50]=2)[C:43]2[CH:48]=[CH:47][CH:46]=[CH:45][CH:44]=2)[CH:41]=[CH:40][CH:39]=[CH:38][CH:37]=1.[C:55](OCC)(=O)C>C(Cl)Cl>[Br-:2].[C:6]([C:10]1[CH:15]=[CH:14][C:13]([C:16]2[CH:53]=[CH:52][CH:51]=[CH:50][C:49]=2[P+:42]([CH3:55])([C:36]2[CH:41]=[CH:40][CH:39]=[CH:38][CH:37]=2)[C:43]2[CH:48]=[CH:47][CH:46]=[CH:45][CH:44]=2)=[CH:12][C:11]=1[NH:18][C:19](=[O:35])[CH2:20][CH:21]1[C:22]2[CH:23]=[CH:24][CH:25]=[CH:26][C:27]=2[O:28][C:29]2[C:34]1=[CH:33][CH:32]=[CH:31][CH:30]=2)([CH3:7])([CH3:9])[CH3:8] |f:5.6|. Reported procedure: 3.19 g (9.63 mmol) of carbon tetrabromide were added to a solution of 2.57 g (6.40 mmol) of N-(2-t-butyl-5-hydroxymethylphenyl)-2-(9H-xanthen-9-yl)acetamide (prepared as described in Preparation 14) and 2.04 g (7.77 mmol) of triphenylphosphine in 20 ml of methylene chloride, and the resulting mixture was stirred for 4 hours at room temperature. At the end of this time, the reaction mixture was placed on a column containing 100 g of silica gel and the column was eluted with a 1:9 by volume mixtur... Reactants: C(C)(C)(C)C1=CC=C(CNCCCC=C)C=C1 ((4-tert-butyl-benzyl)-pent-4-enyl-amine), N1C=CC2=CC=CC(=C12)C(=O)O (1H-indole-7-carboxylic acid), CN(C)C(=[N+](C)C)ON1C2=C(C=CC=C2)N=N1.[B-](F)(F)(F)F (TBTU), C(C)(C)N(C(C)C)CC (N,N-diisopropylethyl amine). Run in CN(C)C=O (DMF), O (water), CN(C)C=O (DMF). Conditions: time 5 minute. The product is C(C)(C)(C)C1=CC=C(CN(C(=O)C=2C=CC=C3C=CNC23)CCCC=C)C=C1 (1H-Indole-7-carboxylic acid (4-tert-butyl-benzyl)-pent-4-enyl-amide). Yield: 55.2%. As a reaction SMILES: [NH:1]1[C:9]2[C:4](=[CH:5][CH:6]=[CH:7][C:8]=2[C:10]([OH:12])=O)[CH:3]=[CH:2]1.CN(C(ON1N=NC2C=CC=CC1=2)=[N+](C)C)C.[B-](F)(F)(F)F.C(N(CC)C(C)C)(C)C.[C:44]([C:48]1[CH:60]=[CH:59][C:51]([CH2:52][NH:53][CH2:54][CH2:55][CH2:56][CH:57]=[CH2:58])=[CH:50][CH:49]=1)([CH3:47])([CH3:46])[CH3:45]>CN(C=O)C.O>[C:44]([C:48]1[CH:49]=[CH:50][C:51]([CH2:52][N:53]([CH2:54][CH2:55][CH2:56][CH:57]=[CH2:58])[C:10]([C:8]2[CH:7]=[CH:6][CH:5]=[C:4]3[C:9]=2[NH:1][CH:2]=[CH:3]3)=[O:12])=[CH:59][CH:60]=1)([CH3:47])([CH3:45])[CH3:46] |f:1.2|. Reported procedure: To a solution of 48 mg (0.3 mmol) of 1H-indole-7-carboxylic acid and 96 mg of TBTU (0.3 mmol) in 4 ml DMF, were added 0.26 ml (1.5 mmol) of N,N-diisopropylethyl amine. After stirring for 5 min at rt, 69 mg (0.3 mmol) of (4-tert-butyl-benzyl)-pent-4-enyl-amine in 1 ml DMF was added. After stirring for 2 h at rt, the reaction mixture was diluted with 50 ml water and extracted with 2×50 ml EtOAc. The combined organic phases were washed with water and brine, dried with magnesium sulfate, filtered an... Reactants: compound, NC1=CC=C(C=C1)C1=CC=C2CN(C(C2=C1)=O)[C@H](C(=O)OC)C(C)C ((S)-Methyl 2-(6-(4-aminophenyl)-1-oxoisoindolin-2-yl)-3-methylbutanoate), COC1=CC=C(C=C1)S(=O)(=O)Cl (4-methoxybenzene sulfonyl chloride), compound, compound. Product: COC1=CC=C(C=C1)S(=O)(=O)NC1=CC=C(C=C1)C1=CC=C2CN(C(C2=C1)=O)[C@H](C(=O)OC)C(C)C ((S)-Methyl 2-(6-(4-(4-methoxyphenylsulfonamido)phenyl)-1-oxoisoindolin-2-yl)-3-methylbutanoate). RXN SMILES: [NH2:1][C:2]1[CH:7]=[CH:6][C:5]([C:8]2[CH:16]=[C:15]3[C:11]([CH2:12][N:13]([C@@H:18]([CH:23]([CH3:25])[CH3:24])[C:19]([O:21][CH3:22])=[O:20])[C:14]3=[O:17])=[CH:10][CH:9]=2)=[CH:4][CH:3]=1.[CH3:26][O:27][C:28]1[CH:33]=[CH:32][C:31]([S:34](Cl)(=[O:36])=[O:35])=[CH:30][CH:29]=1>>[CH3:26][O:27][C:28]1[CH:29]=[CH:30][C:31]([S:34]([NH:1][C:2]2[CH:3]=[CH:4][C:5]([C:8]3[CH:16]=[C:15]4[C:11]([CH2:12][N:13]([C@@H:18]([CH:23]([CH3:25])[CH3:24])[C:19]([O:21][CH3:22])=[O:20])[C:14]4=[O:17])=[CH:10][CH:9]=3)=[CH:6][CH:7]=2)(=[O:36])=[O:35])=[CH:32][CH:33]=1. Procedure: The compound of example 89 was prepared analogous to compound of example 77 by reaction of compound of example 6 with 4-methoxybenzene sulfonyl chloride. The compound of example 89 was used directly without isolation for the preparation of compound of example 90. The reactants are C12(CC3CC(CC(C1)C3)C2)P(Cl)C23CC1CC(CC(C2)C1)C3 (di-1-adamantylchlorophosphane), solution 1, solution 2, CN(C)CCN(C)C (TMEDA), C1(=CC=CC=C1)N1C=CC=C1 (N-phenylpyrrole), solution 1, C(CCC)[Li] (n-butyllithium), solution 2. Solvent: CCCCCC (hexane), O (water), CCCCCC (hexane). Conditions: temperature 60 celsius, time 2 hour. Product: C1(=CC=CC=C1)N1C(=CC=C1)P(C12CC3CC(CC(C1)C3)C2)C23CC1CC(CC(C2)C1)C3 (N-phenyl-2-(di-1-adamantyl-phosphino)pyrrole). Reaction SMILES: CN(CCN(C)C)C.[C:9]1([N:15]2[CH:19]=[CH:18][CH:17]=[CH:16]2)[CH:14]=[CH:13][CH:12]=[CH:11][CH:10]=1.C([Li])CCC.[C:25]12([P:35]([C:37]34[CH2:46][CH:41]5[CH2:42][CH:43]([CH2:45][CH:39]([CH2:40]5)[CH2:38]3)[CH2:44]4)Cl)[CH2:34][CH:29]3[CH2:30][CH:31]([CH2:33][CH:27]([CH2:28]3)[CH2:26]1)[CH2:32]2>CCCCCC.O>[C:9]1([N:15]2[CH:19]=[CH:18][CH:17]=[C:16]2[P:35]([C:37]23[CH2:38][CH:39]4[CH2:40][CH:41]([CH2:42][CH:43]([CH2:45]4)[CH2:44]2)[CH2:46]3)[C:25]23[CH2:26][CH:27]4[CH2:33][CH:31]([CH2:30][CH:29]([CH2:28]4)[CH2:34]2)[CH2:32]3)[CH:14]=[CH:13][CH:12]=[CH:11][CH:10]=1. Procedure details: 1.6 ml of TMEDA (15 mmol.) are added to a suspension of 1.43 g (10 mmol.) of N-phenylpyrrole in 30 ml of hexane. 6.25 ml of 1.6 molar n-butyllithium solution (10 mmol.) are added at room temperature. The mixture is then heated for 2.5 hours at reflux temperature (solution 1). In another flask, 3.36 g (10 mmol.) of di-1-adamantylchlorophosphane are mixed with 40 ml of hexane and heated to 76° C. (solution 2). The boiling solution 1 is then slowly transferred into solution 2, which is at 76° C., b...